This data is from the Open Reaction Database (ORD), a public repository of structured organic reaction records. The task is: describe an organic reaction: reactants, conditions, products, and yield The reactants are CCc1cc(-c2ccc(S(=O)(=O)Cl)o2)c(C)[nH]c1=O, CN1CCCNCC1. Product: CCc1cc(-c2ccc(S(=O)(=O)N3CCCN(C)CC3)o2)c(C)[nH]c1=O, Cl. Reaction SMILES: [CH2:1]([CH3:2])[c:3]1[cH:4][c:5](-[c:11]2[cH:12][cH:13][c:14]([S:16](=[O:17])(=[O:18])[Cl:19])[o:15]2)[c:6]([CH3:10])[nH:7][c:8]1=[O:9].[CH3:20][N:21]1[CH2:22][CH2:23][NH:24][CH2:25][CH2:26][CH2:27]1>>[CH2:1]([CH3:2])[c:3]1[cH:4][c:5](-[c:11]2[cH:12][cH:13][c:14]([S:16](=[O:17])(=[O:18])[N:24]3[CH2:23][CH2:22][N:21]([CH3:20])[CH2:27][CH2:26][CH2:25]3)[o:15]2)[c:6]([CH3:10])[nH:7][c:8]1=[O:9].[ClH:19].